Dataset: the Open Reaction Database (ORD), a public repository of structured organic reaction records. Task: describe an organic reaction: reactants, conditions, products, and yield The reactants are NC1=C(C=C(C=2OCCOC21)Cl)F (5-amino-8-chloro-6-fluoro-1,4-benzodioxane), ClC(=O)OC(Cl)(Cl)Cl (trichloromethyl chloroformate). Solvent: C1(=CC=CC=C1)C (toluene). Run at time 1 hour. Product: ClC1=CC(=C(C2=C1OCCO2)N=C=O)F (8-chloro-6-fluoro-1,4-benzodioxan-5-yl isocyanate). Reaction SMILES: [NH2:1][C:2]1[C:11]2[O:10][CH2:9][CH2:8][O:7][C:6]=2[C:5]([Cl:12])=[CH:4][C:3]=1[F:13].Cl[C:15](OC(Cl)(Cl)Cl)=[O:16]>C1(C)C=CC=CC=1>[Cl:12][C:5]1[C:6]2[O:7][CH2:8][CH2:9][O:10][C:11]=2[C:2]([N:1]=[C:15]=[O:16])=[C:3]([F:13])[CH:4]=1. Reported procedure: To a solution of 2.25 g (0.011 mole) of 5-amino-8-chloro-6-fluoro-1,4-benzodioxane in 50 mL of toluene was added slowly 0.67 mL (1.09 g, 0.0055 mole) of trichloromethyl chloroformate. This mixture was stirred at ambient temperature for one hour and then was heated at reflux for approximately 16 hours. At the conclusion of this period the solvent was evaporated from the reaction mixture under reduced pressure, leaving 8-chloro-6-fluoro-1,4-benzodioxan-5-yl isocyanate as a residue which was used i... Reactants: CNc1nccc(-c2c(-c3ccccc3)ncn2C2CCNCC2)n1, Cc1nc(-c2ccc(F)cc2)c(-c2ccncn2)n1C1CCN(C(=O)OC(C)(C)C)CC1. Product: Cc1nc(-c2ccc(F)cc2)c(-c2ccncn2)n1C1CCNCC1. RXN SMILES: [CH3:33][NH:34][c:35]1[n:36][c:37](-[c:38]2[n:39]([CH:40]3[CH2:41][CH2:42][NH:43][CH2:44][CH2:45]3)[cH:46][n:47][c:48]2-[c:49]2[cH:50][cH:51][cH:52][cH:53][cH:54]2)[cH:55][cH:56][n:57]1.[F:1][c:2]1[cH:3][cH:4][c:5](-[c:8]2[n:9][c:10]([CH3:32])[n:11]([CH:19]3[CH2:20][CH2:21][N:22]([C:25]([O:26][C:27]([CH3:28])([CH3:29])[CH3:30])=[O:31])[CH2:23][CH2:24]3)[c:12]2-[c:13]2[n:14][cH:15][n:16][cH:17][cH:18]2)[cH:6][cH:7]1>>[F:1][c:2]1[cH:3][cH:4][c:5](-[c:8]2[n:9][c:10]([CH3:32])[n:11]([CH:19]3[CH2:20][CH2:21][NH:22][CH2:23][CH2:24]3)[c:12]2-[c:13]2[n:14][cH:15][n:16][cH:17][cH:18]2)[cH:6][cH:7]1.